From a dataset of the Open Reaction Database (ORD), a public repository of structured organic reaction records. describe an organic reaction: reactants, conditions, products, and yield Reactants: c1ccc(CC2CNCCN2)cc1, CCN(C(C)C)C(C)C, ClCCl, Cl, O=S(=O)(Cl)c1cccs1. Yields the product O=S(=O)(c1cccs1)N1CCNC(Cc2ccccc2)C1. As a reaction SMILES: [CH2:11]([c:12]1[cH:13][cH:14][cH:15][cH:16][cH:17]1)[CH:18]1[NH:19][CH2:20][CH2:21][NH:22][CH2:23]1.[CH:24]([N:25]([CH2:26][CH3:27])[CH:28]([CH3:29])[CH3:30])([CH3:31])[CH3:32].[Cl:33][CH2:34][Cl:35].[ClH:10].[s:1]1[c:2]([S:6](=[O:7])(=[O:8])[Cl:9])[cH:3][cH:4][cH:5]1>>[s:1]1[c:2]([S:6](=[O:7])(=[O:8])[N:22]2[CH2:21][CH2:20][NH:19][CH:18]([CH2:11][c:12]3[cH:13][cH:14][cH:15][cH:16][cH:17]3)[CH2:23]2)[cH:3][cH:4][cH:5]1. Starting materials: CC(C)C(C(=O)NC1CCC2CNCC21)c1ccccc1, O=C(NC1CCC2CNCC21)C(C1CCCCC1)C1CCCCC1, O=Cc1cccc(C(F)(F)F)c1. Product: CC(C)C(C(=O)NC1CCC2CN(C)CC21)c1ccccc1. Reaction SMILES: [CH3:13][CH:14]([CH:15]([C:16](=[O:17])[NH:18][CH:19]1[CH2:20][CH2:21][CH:22]2[CH2:23][NH:24][CH2:25][CH:26]12)[c:27]1[cH:28][cH:29][cH:30][cH:31][cH:32]1)[CH3:33].[CH:34]1([CH:35]([CH:36]2[CH2:37][CH2:38][CH2:39][CH2:40][CH2:41]2)[C:42]([NH:43][CH:44]2[CH:45]3[CH:46]([CH2:47][NH:48][CH2:49]3)[CH2:50][CH2:51]2)=[O:52])[CH2:53][CH2:54][CH2:55][CH2:56][CH2:57]1.[F:1][C:2]([F:3])([F:4])[c:5]1[cH:6][c:7]([CH:11]=[O:12])[cH:8][cH:9][cH:10]1>>[CH3:2][N:24]1[CH2:23][CH:22]2[CH2:21][CH2:20][CH:19]([NH:18][C:16]([CH:15]([CH:14]([CH3:13])[CH3:33])[c:27]3[cH:28][cH:29][cH:30][cH:31][cH:32]3)=[O:17])[CH:26]2[CH2:25]1. Starting materials: [Al+3], CCOC(=O)Cc1c(C)c[nH]c1C, [Cl-], [Cl-], [Cl-], CCOC(=O)Cc1c(C)[nH]c(C(=O)c2ccc(Cl)cc2)c1C, O=C(Cl)c1ccc(Cl)cc1, S=C=S. Product: CCOC(=O)Cc1c(C)[nH]c(C(=O)c2ccccc2)c1C. Reaction SMILES: [Al+3:47].[CH3:33][c:34]1[nH:35][cH:36][c:37]([CH3:38])[c:39]1[CH2:40][C:41]([O:42][CH2:43][CH3:44])=[O:45].[Cl-:46].[Cl-:48].[Cl-:49].[Cl:1][c:2]1[cH:3][cH:4][c:5]([C:6](=[O:7])[c:8]2[c:9]([CH3:20])[c:10]([CH2:14][C:15](=[O:16])[O:17][CH2:18][CH3:19])[c:11]([CH3:13])[nH:12]2)[cH:21][cH:22]1.[Cl:23][c:24]1[cH:25][cH:26][c:27]([C:28]([Cl:29])=[O:30])[cH:31][cH:32]1.[S:50]=[C:51]=[S:52]>>[cH:2]1[cH:3][cH:4][c:5]([C:6](=[O:7])[c:8]2[c:9]([CH3:20])[c:10]([CH2:14][C:15](=[O:16])[O:17][CH2:18][CH3:19])[c:11]([CH3:13])[nH:12]2)[cH:21][cH:22]1. Starting materials: CC#N, O=c1cc(CCl)n(Cc2ccccc2)cc1OCc1ccccc1, [N-]=[N+]=[N-], [Na+], C1COCCOCCOCCOCCOCCO1. Reaction SMILES: [CH3:47][C:48]#[N:49].[Cl:1][CH2:2][c:3]1[n:4]([CH2:18][c:19]2[cH:20][cH:21][cH:22][cH:23][cH:24]2)[cH:5][c:6]([O:10][CH2:11][c:12]2[cH:13][cH:14][cH:15][cH:16][cH:17]2)[c:7](=[O:9])[cH:8]1.[N-:26]=[N+:27]=[N-:28].[Na+:25].[O:29]1[CH2:30][CH2:31][O:32][CH2:33][CH2:34][O:35][CH2:36][CH2:37][O:38][CH2:39][CH2:40][O:41][CH2:42][CH2:43][O:44][CH2:45][CH2:46]1>>[CH2:2]([c:3]1[n:4]([CH2:18][c:19]2[cH:20][cH:21][cH:22][cH:23][cH:24]2)[cH:5][c:6]([O:10][CH2:11][c:12]2[cH:13][cH:14][cH:15][cH:16][cH:17]2)[c:7](=[O:9])[cH:8]1)[N:26]=[N+:27]=[N-:28]. The product is [N-]=[N+]=NCc1cc(=O)c(OCc2ccccc2)cn1Cc1ccccc1. Starting materials: CC(C)(CN(C(=O)CBr)c1ccccc1Cl)NC(=O)OC(C)(C)C, CC(C)(C)[O-], [Cl-], [K+], [NH4+], C1CCOC1, O. Product: CC(C)(C)OC(=O)N1CC(=O)N(c2ccccc2Cl)CC1(C)C. Reaction SMILES: [C:7]([CH3:8])([CH3:9])([CH3:10])[O:11][C:12]([NH:13][C:14]([CH2:15][N:16]([c:17]1[c:18]([Cl:23])[cH:19][cH:20][cH:21][cH:22]1)[C:24]([CH2:25][Br:26])=[O:27])([CH3:28])[CH3:29])=[O:30].[CH3:1][C:2]([CH3:3])([O-:4])[CH3:5].[Cl-:31].[K+:6].[NH4+:32].[O:33]1[CH2:34][CH2:35][CH2:36][CH2:37]1.[OH2:38]>>[C:7]([CH3:8])([CH3:9])([CH3:10])[O:11][C:12]([N:13]1[C:14]([CH3:28])([CH3:29])[CH2:15][N:16]([c:17]2[c:18]([Cl:23])[cH:19][cH:20][cH:21][cH:22]2)[C:24](=[O:27])[CH2:25]1)=[O:30]. Starting materials: CC(=O)O, CC(=O)OC(C)=O, COc1cccc(N)c1, O=[N+]([O-])O. Yields the product COc1ccc([N+](=O)[O-])c(N)c1. As a reaction SMILES: [CH3:14][C:15](=[O:16])[OH:17].[CH3:18][C:19]([O:20][C:21](=[O:22])[CH3:23])=[O:24].[CH3:1][O:2][c:3]1[cH:4][c:5]([NH2:6])[cH:7][cH:8][cH:9]1.[OH:10][N+:11]([O-:12])=[O:13]>>[CH3:1][O:2][c:3]1[cH:4][c:5]([NH2:6])[c:7]([N+:11](=[O:10])[O-:12])[cH:8][cH:9]1. Procedure: 510 mg (1.32 mmol) of 5-amino-6,8-difluoro-2-(3-fluoro-4-pivaloylaminophenyl)-4H-1-benzopyran-4-one obtained in Example 66 was dissolved in 15 ml of dimethylformamide under argon atmosphere, 160 mg of sodium hydride (60% oil dispersion) and 0.35 ml of isoamyl bromide were added under ice-cooling and the mixture was stirred at room temperature for 1.5 hours. 0.16 ml of isoamyl bromide was added and the mixture was stirred for additional 1 hour. An aqueous saturated solution of ammonium chloride w... RXN SMILES: [NH2:1][C:2]1[C:7]2[C:8](=[O:26])[CH:9]=[C:10]([C:12]3[CH:17]=[CH:16][C:15]([NH:18][C:19](=[O:24])[C:20]([CH3:23])([CH3:22])[CH3:21])=[C:14]([F:25])[CH:13]=3)[O:11][C:6]=2[C:5]([F:27])=[CH:4][C:3]=1[F:28].[H-].[Na+].[CH2:31](Br)[CH2:32][CH:33]([CH3:35])[CH3:34].[Cl-].[NH4+]>CN(C)C=O>[F:28][C:3]1[CH:4]=[C:5]([F:27])[C:6]2[O:11][C:10]([C:12]3[CH:17]=[CH:16][C:15]([NH:18][C:19](=[O:24])[C:20]([CH3:23])([CH3:22])[CH3:21])=[C:14]([F:25])[CH:13]=3)=[CH:9][C:8](=[O:26])[C:7]=2[C:2]=1[NH:1][CH2:31][CH2:32][CH:33]([CH3:35])[CH3:34] |f:1.2,4.5|. Product: FC=1C=C(C2=C(C(C=C(O2)C2=CC(=C(C=C2)NC(C(C)(C)C)=O)F)=O)C1NCCC(C)C)F (6,8-difluoro-2-(3-fluoro-4-pivaloylaminophenyl)-5-isopentylamino-4H-1-benzopyran-4-one). Solvent: CN(C=O)C (dimethylformamide). Starting materials: C(CC(C)C)Br (isoamyl bromide), NC1=C(C=C(C2=C1C(C=C(O2)C2=CC(=C(C=C2)NC(C(C)(C)C)=O)F)=O)F)F (5-amino-6,8-difluoro-2-(3-fluoro-4-pivaloylaminophenyl)-4H-1-benzopyran-4-one), [H-].[Na+] (sodium hydride), C(CC(C)C)Br (isoamyl bromide), [Cl-].[NH4+] (ammonium chloride). Isolated yield 51.0%. Reaction conditions: time 1.5 hour. Reactants: C1(CCCCCCC1)=O (cyclooctanone), NN1CCC2=CC=CC=C12 (1-aminoindoline), S(O)(O)(=O)=O (sulfuric acid). The solvent is O (water). Yields the product C1=C2C3=C(N4C2=C(C=C1)CC4)CCCCCC3 (4,5,7,8,9,10,11,12-octahydrocycloocta[b]pyrrolo[3,2,1-hi]indole). Yield: 30.7%. Reaction SMILES: [C:1]1(=O)[CH2:8][CH2:7][CH2:6][CH2:5][CH2:4][CH2:3][CH2:2]1.N[N:11]1[C:19]2[C:14](=[CH:15][CH:16]=[CH:17][CH:18]=2)[CH2:13][CH2:12]1.S(=O)(=O)(O)O>O>[CH:17]1[CH:16]=[CH:15][C:14]2[CH2:13][CH2:12][N:11]3[C:19]=2[C:18]=1[C:1]1[CH2:8][CH2:7][CH2:6][CH2:5][CH2:4][CH2:3][C:2]=13. Reported procedure: Following the procedure of Example 1, Step 1, cyclooctanone (6.9 mL, 52 mmol), 1-aminoindoline (7.0 g, 52 mmol) and concentrated sulfuric acid (10 mL) in water (90 mL) provided 4,5,7,8,9,10,11,12-octahydrocycloocta[b]pyrrolo[3,2,1-hi]indole (3.6 g). MS (ES) m/z 226.2.